Dataset: the Open Reaction Database (ORD), a public repository of structured organic reaction records. Task: describe an organic reaction: reactants, conditions, products, and yield The reactants are C(#N)C1=CC(=CC(=C1)C#N)C#N (1,3,5-tricyanobenzene), [H][H] (hydrogen), CO (methanol), [H][H] (Hydrogen). Reagents/catalysts: [Cr].[Ni] (nickel-chromium), [OH-].[Na+] (sodium hydroxide). Run in C1(=CC(=CC=C1)C)C (m-xylene). Product: NCC1=CC(=CC(=C1)CN)CN (1,3,5-tris(aminomethyl) benzene). The yield is 79.1%. Reaction SMILES: [C:1]([C:3]1[CH:8]=[C:7]([C:9]#[N:10])[CH:6]=[C:5]([C:11]#[N:12])[CH:4]=1)#[N:2].CO.[H][H]>[Cr].[Ni].[OH-].[Na+].C1(C)C=CC=C(C)C=1>[NH2:2][CH2:1][C:3]1[CH:4]=[C:5]([CH2:11][NH2:12])[CH:6]=[C:7]([CH2:9][NH2:10])[CH:8]=1 |f:3.4,5.6|. Procedure details: 15 g of 1,3,5-tricyanobenzene (MTN) was charged into a magnetically stirring type autoclave having a 300 ml capacity together with 15 g of Raney nickel-chromium catalyst (atomic ratio: Ni:Cr=49:1), 27 ml of methanol, 63 ml of m-xylene and 0.18 g of sodium hydroxide. Hydrogen was injected thereinto under an initial pressure of 100 kg/cm2G and reaction was effected at 100° C. to cause absorption of 0.59 mole of hydrogen for 35 minutes. The catalyst was filtered off and the solvent was distilled ou...